From a dataset of the Open Reaction Database (ORD), a public repository of structured organic reaction records. describe an organic reaction: reactants, conditions, products, and yield The reactants are CC(C)(C)OC(=O)N1CCCC1COc1ccc(O)cc1, Ic1ccc(-n2cccn2)cc1. Product: CC(C)(C)OC(=O)N1CCCC1COc1ccc(Oc2ccc(-n3cccn3)cc2)cc1. RXN SMILES: [C:1]([CH3:2])([CH3:3])([CH3:4])[O:5][C:6](=[O:7])[N:8]1[CH:9]([CH2:13][O:14][c:15]2[cH:16][cH:17][c:18]([OH:21])[cH:19][cH:20]2)[CH2:10][CH2:11][CH2:12]1.[I:22][c:23]1[cH:24][cH:25][c:26](-[n:29]2[n:30][cH:31][cH:32][cH:33]2)[cH:27][cH:28]1>>[C:1]([CH3:2])([CH3:3])([CH3:4])[O:5][C:6](=[O:7])[N:8]1[CH:9]([CH2:13][O:14][c:15]2[cH:16][cH:17][c:18]([O:21][c:23]3[cH:24][cH:25][c:26](-[n:29]4[n:30][cH:31][cH:32][cH:33]4)[cH:27][cH:28]3)[cH:19][cH:20]2)[CH2:10][CH2:11][CH2:12]1. Reactants: O=C(O)Cc1ccc(Cl)cc1, Cl, Cc1nc2cccc(CN)c2c(=O)n1C1CCC(=O)NC1=O, CN(C)C=O. Yields the product Cc1nc2cccc(CNC(=O)Cc3ccc(Cl)cc3)c2c(=O)n1C1CCC(=O)NC1=O. Reaction SMILES: [Cl:1][c:2]1[cH:3][cH:4][c:5]([CH2:8][C:9](=[O:10])[OH:11])[cH:6][cH:7]1.[ClH:12].[NH2:13][CH2:14][c:15]1[c:16]2[c:17](=[O:34])[n:18]([CH:26]3[C:27](=[O:33])[NH:28][C:29](=[O:32])[CH2:30][CH2:31]3)[c:19]([CH3:25])[n:20][c:21]2[cH:22][cH:23][cH:24]1.[O:35]=[CH:36][N:37]([CH3:38])[CH3:39]>>[Cl:1][c:2]1[cH:3][cH:4][c:5]([CH2:8][C:9](=[O:11])[NH:13][CH2:14][c:15]2[c:16]3[c:17](=[O:34])[n:18]([CH:26]4[C:27](=[O:33])[NH:28][C:29](=[O:32])[CH2:30][CH2:31]4)[c:19]([CH3:25])[n:20][c:21]3[cH:22][cH:23][cH:24]2)[cH:6][cH:7]1. Reactants: ClCCl, COc1c(C)c(C)c(OC)c(CCC(C)(O)COS(=O)(=O)c2ccccc2C)c1C, CCO, [K+], [OH-]. The product is COc1c(C)c(C)c(OC)c(CCC2(C)CO2)c1C. RXN SMILES: [CH2:33]([Cl:34])[Cl:35].[CH3:1][O:2][c:3]1[c:4]([CH2:14][CH2:15][C:16]([CH2:17][O:18][S:19]([c:20]2[cH:21][cH:22][cH:23][cH:24][c:25]2[CH3:26])(=[O:27])=[O:28])([OH:29])[CH3:30])[c:5]([CH3:13])[c:6]([O:11][CH3:12])[c:7]([CH3:10])[c:8]1[CH3:9].[CH3:36][CH2:37][OH:38].[K+:32].[OH-:31]>>[CH3:1][O:2][c:3]1[c:4]([CH2:14][CH2:15][C:16]2([CH3:30])[CH2:17][O:29]2)[c:5]([CH3:13])[c:6]([O:11][CH3:12])[c:7]([CH3:10])[c:8]1[CH3:9]. Reactants: CCOC(=O)c1ccncc1, CC(C)(C)O, CC(C)(C)c1ccc(CC#N)cc1, CC(C)(C)[O-], [K+], O. Product: CC(C)(C)c1ccc(C(C#N)C(=O)c2ccncc2)cc1. RXN SMILES: [C:1]([c:2]1[cH:3][cH:4][n:5][cH:6][cH:7]1)([O:9][CH2:8][CH3:10])=[O:11].[C:31]([OH:32])([CH3:33])([CH3:34])[CH3:35].[CH3:12][C:13]([CH3:14])([CH3:15])[c:16]1[cH:17][cH:18][c:19]([CH2:22][C:23]#[N:24])[cH:20][cH:21]1.[CH3:25][C:26]([CH3:27])([O-:28])[CH3:29].[K+:30].[OH2:36]>>[C:1]([c:2]1[cH:3][cH:4][n:5][cH:6][cH:7]1)(=[O:9])[CH:22]([c:19]1[cH:18][cH:17][c:16]([C:13]([CH3:12])([CH3:14])[CH3:15])[cH:21][cH:20]1)[C:23]#[N:24]. The reactants are C(C)(C)(C)OC(=O)N[C@H]1CN(CC1)S(=O)(=O)C=1C=2C(=CN=CC2C=CC1)Cl ((R)-3-(tert-Butoxycarbonylamino)-1-(4-chloro-5-isoquinolinesulfonyl)pyrrolidine), C(C)(C)(C)OC(=O)N[C@@H]1CN(CC1)S(=O)(=O)C=1C=2C(=CN=CC2C=CC1)Br ((S)-3-(tert-Butoxycarbonylamino)-1-(4-bromo-5-isoquinolinesulfonyl)pyrrolidine). The product is N[C@H]1CN(CC1)S(=O)(=O)C=1C=2C(=CN=C(C2C=CC1)O)Cl ((R)-3-Amino-1-(1-hydroxy-4-chloro-5-isoquinolinesulfonyl)pyrrolidine), Cl (hydrochloride). Reaction SMILES: C(OC([NH:8][C@@H:9]1[CH2:13][CH2:12][N:11]([S:14]([C:17]2[C:18]3[C:19]([Cl:27])=[CH:20][N:21]=[CH:22][C:23]=3[CH:24]=[CH:25][CH:26]=2)(=[O:16])=[O:15])[CH2:10]1)=O)(C)(C)C.C([O:32]C(N[C@H]1CCN(S(C2C3C(Br)=CN=CC=3C=CC=2)(=O)=O)C1)=O)(C)(C)C>>[NH2:8][C@@H:9]1[CH2:13][CH2:12][N:11]([S:14]([C:17]2[C:18]3[C:19]([Cl:27])=[CH:20][N:21]=[C:22]([OH:32])[C:23]=3[CH:24]=[CH:25][CH:26]=2)(=[O:16])=[O:15])[CH2:10]1.[ClH:27]. Procedure: Intermediate 16b can be used in the method of Example 6-1, Step A instead of Intermediate 1a, then the resultant can be used in the method of Step B in a similar manner, and then the title compound can be obtained as hydrochloride according to the method described in Example 7-1. The reactants are O=[O+][O-] (ozone), O=[O+][O-] (ozone), C(C=CC)C1C(C2=CC(=CC=C2C1)F)=O ((RS)-2-(2-buten-1-yl)-6-fluoro-1-indanone). Solvent: ClCCl (dichloro-methane), CO (methanol). Conditions: time 100 minute. Yields the product O=CCC1C(C2=CC(=CC=C2C1)F)=O ((RS)-2-(2-oxo-ethyl)-6-fluoro-1-indanone). The yield is 92.0%. Reaction SMILES: [O:1]=[O+][O-].[CH2:4]([CH:8]1[CH2:16][C:15]2[C:10](=[CH:11][C:12]([F:17])=[CH:13][CH:14]=2)[C:9]1=[O:18])[CH:5]=CC>ClCCl.CO>[O:1]=[CH:5][CH2:4][CH:8]1[CH2:16][C:15]2[C:10](=[CH:11][C:12]([F:17])=[CH:13][CH:14]=2)[C:9]1=[O:18]. Procedure: An ozone stream (3 g ozone/hour) was conducted for 100 minutes while stirring through a solution, cooled to -70°, of 18.9 g of (RS)-2-(2-buten-1-yl)-6-fluoro-1-indanone in 300 ml of anhydrous dichloro-methane and 60 ml of anhydrous methanol. Subsequently, the solution was flushed with oxygen for 5 minutes and with argon for 10 minutes. After the addition of 102 ml of dimethyl sulfide, the mixture was stirred at room temperature for 16 hours. The reaction mixture was evaporated in a vacuum, the r... The reactants are COC(CC(CC(CCC1=CC=C(C=C1)O)(O)C1CCCCC1)=O)=O (5-cyclohexyl-5-hydroxy-7-(4-hydroxy-phenyl)-3-oxo-heptanoic acid methyl ester), [OH-].[Na+] (NaOH). Solvent: O1CCCC1 (tetrahydrofuran). Reaction conditions: time 3 hour. Yields the product C1(CCCCC1)C1(CC(=CC(O1)=O)O)CCC1=CC=C(C=C1)O (6-Cyclohexyl-4-hydroxy-6-[2-(4-hydroxy-phenyl)-ethyl]-5,6-dihydro-pyran-2-one). As a reaction SMILES: C[O:2][C:3](=[O:25])[CH2:4][C:5](=[O:24])[CH2:6][C:7]([CH:18]1[CH2:23][CH2:22][CH2:21][CH2:20][CH2:19]1)(O)[CH2:8][CH2:9][C:10]1[CH:15]=[CH:14][C:13]([OH:16])=[CH:12][CH:11]=1.[OH-].[Na+]>O1CCCC1>[CH:18]1([C:7]2([CH2:8][CH2:9][C:10]3[CH:11]=[CH:12][C:13]([OH:16])=[CH:14][CH:15]=3)[O:25][C:3](=[O:2])[CH:4]=[C:5]([OH:24])[CH2:6]2)[CH2:19][CH2:20][CH2:21][CH2:22][CH2:23]1 |f:1.2|. Reported procedure: Crude 5-cyclohexyl-5-hydroxy-7-(4-hydroxy-phenyl)-3-oxo-heptanoic acid methyl ester (prepared in the previous paragraph) was dissolved in tetrahydrofuran (100 mL) and treated with 0.2N NaOH (900 mL) as described in General Method 7. The reaction was stirred for 3 hours at room temperature and then worked up as usual. The organic extracts obtained were combined, dried (MgSO4) and concentrated. Purification was accomplished by flash chromatography using CH2Cl2 :MeOH (99:1 to 98:2) to give the desi...